This data is from the Open Reaction Database (ORD), a public repository of structured organic reaction records. The task is: describe an organic reaction: reactants, conditions, products, and yield The reactants are [Al+3], C1CCOC1, [H-], [H-], [H-], [H-], [Li+], [Na+], [OH-], O, NC(=O)C1CCN(C(c2ccccc2)c2ccccc2)CC1. The product is NCC1CCN(C(c2ccccc2)c2ccccc2)CC1. RXN SMILES: [Al+3:24].[CH2:32]1[O:33][CH2:34][CH2:35][CH2:36]1.[H-:23].[H-:26].[H-:27].[H-:28].[Li+:25].[Na+:31].[OH-:30].[OH2:29].[c:1]1([CH:7]([N:8]2[CH2:9][CH2:10][CH:11]([C:14](=[O:15])[NH2:16])[CH2:12][CH2:13]2)[c:17]2[cH:18][cH:19][cH:20][cH:21][cH:22]2)[cH:2][cH:3][cH:4][cH:5][cH:6]1>>[c:1]1([CH:7]([N:8]2[CH2:9][CH2:10][CH:11]([CH2:14][NH2:16])[CH2:12][CH2:13]2)[c:17]2[cH:18][cH:19][cH:20][cH:21][cH:22]2)[cH:2][cH:3][cH:4][cH:5][cH:6]1. Starting materials: FC(C(C(=O)O)(C(F)(F)F)O)(F)F (3,3,3-trifluoro-2-hydroxy-2-trifluoromethylpropanoic acid), C(=O)(N1C=NC=C1)N1C=NC=C1 (1,1'-carbonyldiimidazole), NC1=CC=C(C(=O)C2=CC(=CC=C2)F)C=C1 (4-Amino-3'-fluorobenzophenone). Solvent: O1CCCC1 (tetrahydrofuran). Yields the product FC=1C=C(C=CC1)C(=O)C1=CC=C(C=C1)NC(C(C(F)(F)F)(C(F)(F)F)O)=O (N-[4-(3-Fluorophenylcarbonyl)phenyl]-3,3,3-trifluoro-2-hydroxy-2-trifluoromethylpropanamide). Isolated yield 55.2%. RXN SMILES: [F:1][C:2]([F:13])([F:12])[C:3]([OH:11])([C:7]([F:10])([F:9])[F:8])[C:4]([OH:6])=O.C(N1C=CN=C1)(N1C=CN=C1)=O.[NH2:26][C:27]1[CH:41]=[CH:40][C:30]([C:31]([C:33]2[CH:38]=[CH:37][CH:36]=[C:35]([F:39])[CH:34]=2)=[O:32])=[CH:29][CH:28]=1>O1CCCC1>[F:39][C:35]1[CH:34]=[C:33]([C:31]([C:30]2[CH:29]=[CH:28][C:27]([NH:26][C:4](=[O:6])[C:3]([OH:11])([C:2]([F:1])([F:13])[F:12])[C:7]([F:10])([F:9])[F:8])=[CH:41][CH:40]=2)=[O:32])[CH:38]=[CH:37][CH:36]=1. Procedure: To a stirred solution of 3,3,3-trifluoro-2-hydroxy-2-trifluoromethylpropanoic acid (1.17 g, 5.5 mmol) in dry tetrahydrofuran (35 mL) was added 1,1'-carbonyldiimidazole (0.89 g, 5.5 mmol). The mixture was heated at reflux for 45 minutes, then cooled to room temperature. 4-Amino-3'-fluorobenzophenone (1.08 g, 5.0 mmol) was added in one portion and the reaction mixture heated at reflux for 48 hours. Tetrahydrofuran was removed from the reaction mixture in vacuo, and the residue dissolved in ethyl e...